Dataset: the Open Reaction Database (ORD), a public repository of structured organic reaction records. Task: describe an organic reaction: reactants, conditions, products, and yield Procedure details: The title compound was prepared from (2S,5S)-2-amino-N-{5-[(4-amino-benzenesulfonyl)-isobutyl-amino]-6-hydroxy-hexyl}-3-naphthalen-2-yl-propionamide (product of example 49) as described in general procedure F using 2-pyridinecarboxaldehyde. The final product was obtained in 26% yield. Product: NC1=CC=C(C=C1)S(=O)(=O)N([C@@H](CCCCNC([C@H](CC1=CC2=CC=CC=C2C=C1)NCC1=NC=CC=C1)=O)CO)CC(C)C ((2S,5S)-N-{5-[(4-Amino-benzenesulfonyl)-isobutyl-amino]-6-hydroxy-hexyl}-3-naphthalen-2-yl-2-[(pyridin-2-ylmethyl)-amino]-propionamide). Starting materials: N[C@H](C(=O)NCCCC[C@@H](CO)N(CC(C)C)S(=O)(=O)C1=CC=C(C=C1)N)CC1=CC2=CC=CC=C2C=C1 ((2S,5S)-2-Amino-N-{5-[(4-amino-benzenesulfonyl)-isobutyl-amino]-6-hydroxy-hexyl}-3-naphthalen-2-yl-propionamide), N[C@H](C(=O)NCCCC[C@@H](CO)N(CC(C)C)S(=O)(=O)C1=CC=C(C=C1)N)CC1=CC2=CC=CC=C2C=C1 ((2S,5S)-2-Amino-N-{5-[(4-amino-benzenesulfonyl)-isobutyl-amino]-6-hydroxy-hexyl}-3-naphthalen-2-yl-propionamide), N1=C(C=CC=C1)C=O (2-pyridinecarboxaldehyde). RXN SMILES: [NH2:1][C@@H:2]([CH2:28][C:29]1[CH:38]=[CH:37][C:36]2[C:31](=[CH:32][CH:33]=[CH:34][CH:35]=2)[CH:30]=1)[C:3]([NH:5][CH2:6][CH2:7][CH2:8][CH2:9][C@H:10]([N:13]([S:18]([C:21]1[CH:26]=[CH:25][C:24]([NH2:27])=[CH:23][CH:22]=1)(=[O:20])=[O:19])[CH2:14][CH:15]([CH3:17])[CH3:16])[CH2:11][OH:12])=[O:4].[N:39]1[CH:44]=[CH:43][CH:42]=[CH:41][C:40]=1[CH:45]=O>>[NH2:27][C:24]1[CH:23]=[CH:22][C:21]([S:18]([N:13]([CH2:14][CH:15]([CH3:17])[CH3:16])[C@H:10]([CH2:11][OH:12])[CH2:9][CH2:8][CH2:7][CH2:6][NH:5][C:3](=[O:4])[C@@H:2]([NH:1][CH2:45][C:40]2[CH:41]=[CH:42][CH:43]=[CH:44][N:39]=2)[CH2:28][C:29]2[CH:38]=[CH:37][C:36]3[C:31](=[CH:32][CH:33]=[CH:34][CH:35]=3)[CH:30]=2)(=[O:20])=[O:19])=[CH:26][CH:25]=1. Reactants: ClCCl, CC(C)CCC(=O)Cl, CN(C)CCO, [Na+], [OH-], O. Yields the product CC(C)CCC(=O)OCCN(C)C. As a reaction SMILES: [CH2:18]([Cl:19])[Cl:20].[CH3:1][CH:2]([CH2:3][CH2:4][C:5](=[O:6])[Cl:7])[CH3:8].[CH3:9][N:10]([CH2:11][CH2:12][OH:13])[CH3:14].[Na+:16].[OH-:15].[OH2:17]>>[CH3:1][CH:2]([CH2:3][CH2:4][C:5](=[O:6])[O:13][CH2:12][CH2:11][N:10]([CH3:9])[CH3:14])[CH3:8].